From a dataset of the Open Reaction Database (ORD), a public repository of structured organic reaction records. describe an organic reaction: reactants, conditions, products, and yield The reagents and catalysts are [Pd] (palladium on charcoal). Run at time 18 hour. Yields the product ClC1=C(C=C(C=C1)[C@@H]1O[C@@H]([C@H]([C@@H]([C@H]1O)O)O)CO)CC=1C=C2CCCNC2=CC1 ((2S,3R,4R,5S,6R)-2-[4-Chloro-3-(1,2,3,4-tetrahydro-quinolin-6-ylmethyl)-phenyl]-6-hydroxymethyl-tetrahydro-pyran-3,4,5-triol). Starting materials: ClC1=C(C=C(C=C1)[C@@H]1O[C@@H]([C@H]([C@@H]([C@H]1O)O)O)CO)CC=1C=C2CCCN(C2=CC1)CC1=CC=C(C=C1)OC ((2S,3R,4R,5S,6R)-2-{4-chloro-3-[1-(4-methoxy-benzyl)-1,2,3,4-tetrahydro-quinolin-6-ylmethyl]-phenyl}-6-hydroxymethyl-tetrahydro-pyran-3,4,5-triol), Cl (HCl). As a reaction SMILES: [Cl:1][C:2]1[CH:7]=[CH:6][C:5]([C@H:8]2[C@H:13]([OH:14])[C@@H:12]([OH:15])[C@H:11]([OH:16])[C@@H:10]([CH2:17][OH:18])[O:9]2)=[CH:4][C:3]=1[CH2:19][C:20]1[CH:21]=[C:22]2[C:27](=[CH:28][CH:29]=1)[N:26](CC1C=CC(OC)=CC=1)[CH2:25][CH2:24][CH2:23]2.Cl>CO.[Pd]>[Cl:1][C:2]1[CH:7]=[CH:6][C:5]([C@H:8]2[C@H:13]([OH:14])[C@@H:12]([OH:15])[C@H:11]([OH:16])[C@@H:10]([CH2:17][OH:18])[O:9]2)=[CH:4][C:3]=1[CH2:19][C:20]1[CH:21]=[C:22]2[C:27](=[CH:28][CH:29]=1)[NH:26][CH2:25][CH2:24][CH2:23]2. Yield: 70.5%. The solvent is CO (methanol). Procedure: To a solution of (2S,3R,4R,5S,6R)-2-{4-chloro-3-[1-(4-methoxy-benzyl)-1,2,3,4-tetrahydro-quinolin-6-ylmethyl]-phenyl}-6-hydroxymethyl-tetrahydro-pyran-3,4,5-triol (135 mg, 0.25 mmol) in methanol (5 mL) was added 10% palladium on charcoal (60 mg), 0.05 mL conc. HCl and stirred under hydrogen balloon pressure for 18 h. Reaction mixture was filtered through celite bed, washed with methanol and concentrated. The resulting residue was purified by preparative HPLC to furnish (2S,3R,4R,5S,6R)-2-[4-Chlo... The product is C1(CCCCC1)SCC(=O)N1CCC(CC1)[C@@H](CC1=C(C=C(C(=C1)F)F)F)N[S@@](=O)C(C)(C)C ((S)-2-Methyl-propane-2-sulfinic acid [(R)-1-[1-(2-cyclohexylsulfanyl-acetyl)piperidin-4-yl]-2-(2,4,5-trifluoro-phenyl)-ethyl]-amide). Conditions: time 3 day. Procedure: To (S)-2-Methyl-propane-2-sulfinic acid [(R)-1-piperidin-4-yl-2-(2,4,5-trifluoro-phenyl)-ethyl]-amide (200 mg, 0.552 mmol) in dichloromethane (1 mL) are added EDC (127 mg, 0.662 mmol), HOBt (97 mg, 0.718 mmol), DIPEA (283 uL, 1.656 mmol) and cyclohexylsulfanyl-acetic acid in DMF (2 mL, 1.2 mmol). After stirring at rt during 3 days, the mixture is washed with an aqueous 1N HCl solution, the organic phase is dried and evaporated to give the title compound. Reactants: N1CCC(CC1)[C@@H](CC1=C(C=C(C(=C1)F)F)F)N[S@@](=O)C(C)(C)C ((S)-2-Methyl-propane-2-sulfinic acid [(R)-1-piperidin-4-yl-2-(2,4,5-trifluoro-phenyl)-ethyl]-amide), C(CCl)Cl (EDC), C=1C=CC2=C(C1)N=NN2O (HOBt), CCN(C(C)C)C(C)C (DIPEA), C1(CCCCC1)SCC(=O)O (cyclohexylsulfanyl-acetic acid), CN(C)C=O (DMF). Run in ClCCl (dichloromethane). As a reaction SMILES: [NH:1]1[CH2:6][CH2:5][CH:4]([C@H:7]([NH:18][S@:19]([C:21]([CH3:24])([CH3:23])[CH3:22])=[O:20])[CH2:8][C:9]2[CH:14]=[C:13]([F:15])[C:12]([F:16])=[CH:11][C:10]=2[F:17])[CH2:3][CH2:2]1.C(Cl)CCl.C1C=CC2N(O)N=NC=2C=1.CCN(C(C)C)C(C)C.[CH:48]1([S:54][CH2:55][C:56](O)=[O:57])[CH2:53][CH2:52][CH2:51][CH2:50][CH2:49]1.CN(C=O)C>ClCCl>[CH:48]1([S:54][CH2:55][C:56]([N:1]2[CH2:6][CH2:5][CH:4]([C@H:7]([NH:18][S@:19]([C:21]([CH3:24])([CH3:23])[CH3:22])=[O:20])[CH2:8][C:9]3[CH:14]=[C:13]([F:15])[C:12]([F:16])=[CH:11][C:10]=3[F:17])[CH2:3][CH2:2]2)=[O:57])[CH2:53][CH2:52][CH2:51][CH2:50][CH2:49]1. The reactants are C1COCCO1, Cc1cc(B(O)O)ccn1, Clc1nccnc1Oc1ccc(Nc2nc3ccccc3s2)cc1, [Na+], [Na+], O=C([O-])[O-], O. The product is Cc1cc(-c2nccnc2Oc2ccc(Nc3nc4ccccc4s3)cc2)ccn1. As a reaction SMILES: [CH2:41]1[O:42][CH2:43][CH2:44][O:45][CH2:46]1.[CH3:25][c:26]1[n:27][cH:28][cH:29][c:30]([B:32]([OH:33])[OH:34])[cH:31]1.[Cl:1][c:2]1[c:3]([O:8][c:9]2[cH:10][cH:11][c:12]([NH:15][c:16]3[s:17][c:18]4[c:19]([n:20]3)[cH:21][cH:22][cH:23][cH:24]4)[cH:13][cH:14]2)[n:4][cH:5][cH:6][n:7]1.[Na+:35].[Na+:36].[O-:37][C:38](=[O:39])[O-:40].[OH2:47]>>[c:2]1(-[c:30]2[cH:29][cH:28][n:27][c:26]([CH3:25])[cH:31]2)[c:3]([O:8][c:9]2[cH:10][cH:11][c:12]([NH:15][c:16]3[s:17][c:18]4[c:19]([n:20]3)[cH:21][cH:22][cH:23][cH:24]4)[cH:13][cH:14]2)[n:4][cH:5][cH:6][n:7]1. Reactants: BrC1=CC(=C(C=C1)C1=C(C=NN1[C@@H]1COCC1)C(=O)OCC)[N+](=O)[O-] (Ethyl 5-(4-bromo-2-nitrophenyl)-1-[(S)-tetrahydrofuran-3-yl]-1H-pyrazole-4-carboxylate), Example 47, O (water), [N+](=O)([O-])C1=C(C=CC(=C1)B1OC(C(O1)(C)C)(C)C)C1=C(C=NN1[C@@H]1COCC1)C(=O)OCC (ethyl 5-[2-nitro-4-(4,4,5,5-tetramethyl-1,3,2-dioxaborolan-2-yl)phenyl]-1-[(S)-tetrahydrofuran-3-yl]-1H-pyrazole-4-carboxylate), IC1=C(C(=NC=C1C)OC(C)C)C (4-iodo-2-isopropyloxy-3,5-dimethylpyridine). Run in CN(C)C=O (DMF). Reaction conditions: temperature 110 celsius, time 2 hour. Yields the product C(C)(C)OC1=NC=C(C(=C1C)C1=CC(=C(C=C1)C1=C(C=NN1[C@@H]1COCC1)C(=O)OCC)[N+](=O)[O-])C (ethyl 5-[4-(2-isopropyloxy-3,5-dimethylpyridin-4-yl)-2-nitrophenyl]-1-[(S)-tetrahydrofuran-3-yl]-1H-pyrazole-4-carboxylate). Reaction SMILES: Br[C:2]1[CH:7]=[CH:6][C:5]([C:8]2[N:12]([C@H:13]3[CH2:17][CH2:16][O:15][CH2:14]3)[N:11]=[CH:10][C:9]=2[C:18]([O:20][CH2:21][CH3:22])=[O:19])=[C:4]([N+:23]([O-:25])=[O:24])[CH:3]=1.[N+](C1C=C(B2OC(C)(C)C(C)(C)O2)C=CC=1C1N([C@H]2CCOC2)N=CC=1C(OCC)=O)([O-])=O.I[C:60]1[C:65]([CH3:66])=[CH:64][N:63]=[C:62]([O:67][CH:68]([CH3:70])[CH3:69])[C:61]=1[CH3:71].O>CN(C=O)C>[CH:68]([O:67][C:62]1[C:61]([CH3:71])=[C:60]([C:2]2[CH:7]=[CH:6][C:5]([C:8]3[N:12]([C@H:13]4[CH2:17][CH2:16][O:15][CH2:14]4)[N:11]=[CH:10][C:9]=3[C:18]([O:20][CH2:21][CH3:22])=[O:19])=[C:4]([N+:23]([O-:25])=[O:24])[CH:3]=2)[C:65]([CH3:66])=[CH:64][N:63]=1)([CH3:70])[CH3:69]. Reported procedure: Ethyl 5-(4-bromo-2-nitrophenyl)-1-[(S)-tetrahydrofuran-3-yl]-1H-pyrazole-4-carboxylate obtained in Preparation Example 7-(1) (200 mg) was converted to ethyl 5-[2-nitro-4-(4,4,5,5-tetramethyl-1,3,2-dioxaborolan-2-yl)phenyl]-1-[(S)-tetrahydrofuran-3-yl]-1H-pyrazole-4-carboxylate by the same method as in Preparation Example 7-(2). A solution of 4-iodo-2-isopropyloxy-3,5-dimethylpyridine obtained in Preparation Example 47 (142 mg) in DMF (0.5 mL), and water (0.5 mL) were added to the reaction mixtur... The reagents and catalysts are C=1C=CC(=CC1)/C=C/C(=O)/C=C/C2=CC=CC=C2.C=1C=CC(=CC1)/C=C/C(=O)/C=C/C2=CC=CC=C2.C=1C=CC(=CC1)/C=C/C(=O)/C=C/C2=CC=CC=C2.[Pd].[Pd] (tris(dibenzylideneacetone)dipalladium(0)). The reactants are CC1(OB(OC1(C)C)C1=CC(=C(OCCCO)C=C1)C(F)(F)F)C (3-(4-(4,4,5,5-tetramethyl-1,3,2-dioxaborolan-2-yl)-2-(trifluoro-methyl)phenoxy)propan-1-ol), NC=1C(=NC(=CC1NC)Cl)C#N (3-amino-6-chloro-4-(methylamino)picolinonitrile), P(=O)([O-])([O-])[O-].[K+].[K+].[K+] (potassium phosphate), C1(CCCCC1)P(C1CCCCC1)C1CCCCC1 (tricyclohexylphosphine). Procedure: A mixture of 3-(4-(4,4,5,5-tetramethyl-1,3,2-dioxaborolan-2-yl)-2-(trifluoro-methyl)phenoxy)propan-1-ol (34 g), 3-amino-6-chloro-4-(methylamino)picolinonitrile (16.2 g), potassium phosphate (56.5 g), tricyclohexylphosphine (2.98 g), and tris(dibenzylideneacetone)dipalladium(0) (4.06 g) in dioxane (340 ml) and water (170 ml) under N2 was heated to 100° C. for 2 hours then diluted with ethyl acetate and filtered through celite. The organic layer was separated, dried over magnesium sulphate and sol... Reaction SMILES: CC1(C)C(C)(C)OB([C:9]2[CH:19]=[CH:18][C:12]([O:13][CH2:14][CH2:15][CH2:16][OH:17])=[C:11]([C:20]([F:23])([F:22])[F:21])[CH:10]=2)O1.[NH2:25][C:26]1[C:27]([C:35]#[N:36])=[N:28][C:29](Cl)=[CH:30][C:31]=1[NH:32][CH3:33].P([O-])([O-])([O-])=O.[K+].[K+].[K+].C1(P(C2CCCCC2)C2CCCCC2)CCCCC1>O1CCOCC1.O.C(OCC)(=O)C.C1C=CC(/C=C/C(/C=C/C2C=CC=CC=2)=O)=CC=1.C1C=CC(/C=C/C(/C=C/C2C=CC=CC=2)=O)=CC=1.C1C=CC(/C=C/C(/C=C/C2C=CC=CC=2)=O)=CC=1.[Pd].[Pd]>[NH2:25][C:26]1[C:27]([C:35]#[N:36])=[N:28][C:29]([C:9]2[CH:19]=[CH:18][C:12]([O:13][CH2:14][CH2:15][CH2:16][OH:17])=[C:11]([C:20]([F:21])([F:22])[F:23])[CH:10]=2)=[CH:30][C:31]=1[NH:32][CH3:33] |f:2.3.4.5,10.11.12.13.14|. Product: NC=1C(=NC(=CC1NC)C1=CC(=C(C=C1)OCCCO)C(F)(F)F)C#N (3-amino-6-(4-(3-hydroxypropoxy)-3-(trifluoromethyl)phenyl)-4-(methylamino)-picolinonitrile). Run in O1CCOCC1 (dioxane), O (water), C(C)(=O)OCC (ethyl acetate). Reaction conditions: temperature 100 celsius.